This data is from the Open Reaction Database (ORD), a public repository of structured organic reaction records. The task is: describe an organic reaction: reactants, conditions, products, and yield Starting materials: CCOC(=O)c1cnc2ccccc2c1, C1CCOC1, CC(=O)c1ccccc1, CCCC[O-], CC(=O)O, [K]. Yields the product O=C(CC(=O)c1cnc2ccccc2c1)c1ccccc1. Reaction SMILES: [CH2:1]([O:2][C:4](=[O:5])[c:6]1[cH:7][n:8][c:9]2[cH:10][cH:11][cH:12][cH:13][c:14]2[cH:15]1)[CH3:3].[CH2:31]1[O:32][CH2:33][CH2:34][CH2:35]1.[CH3:16][C:17](=[O:18])[c:19]1[cH:20][cH:21][cH:22][cH:23][cH:24]1.[CH3:26][CH2:27][CH2:28][CH2:29][O-:30].[CH3:36][C:37](=[O:38])[OH:39].[K:25]>>[C:4](=[O:5])([c:6]1[cH:7][n:8][c:9]2[cH:10][cH:11][cH:12][cH:13][c:14]2[cH:15]1)[CH2:16][C:17](=[O:18])[c:19]1[cH:20][cH:21][cH:22][cH:23][cH:24]1.